This data is from the Open Reaction Database (ORD), a public repository of structured organic reaction records. The task is: describe an organic reaction: reactants, conditions, products, and yield Starting materials: FC(CN=C=S)(F)F (2,2,2-trifluoroethyl isothiocyanate), NC=1SC=C(N1)CSCCNC(=NC#N)NC (2-amino-4-[2-(2-cyano-3-methylguanidino)ethylthiomethyl]thiazole). Solvent: CN(C=O)C (dimethylformamide). Product: FC(CNC(NC=1SC=C(N1)CSCCNC(=NC#N)NC)=S)(F)F (2-[3-(2,2,2-trifluoroethyl)thioureido]-4-[2-(2-cyano-3-methylguanidino)ethylthiomethyl]thiazole). RXN SMILES: [F:1][C:2]([F:8])([F:7])[CH2:3][N:4]=[C:5]=[S:6].[NH2:9][C:10]1[S:11][CH:12]=[C:13]([CH2:15][S:16][CH2:17][CH2:18][NH:19][C:20]([NH:24][CH3:25])=[N:21][C:22]#[N:23])[N:14]=1>CN(C)C=O>[F:1][C:2]([F:8])([F:7])[CH2:3][NH:4][C:5](=[S:6])[NH:9][C:10]1[S:11][CH:12]=[C:13]([CH2:15][S:16][CH2:17][CH2:18][NH:19][C:20]([NH:24][CH3:25])=[N:21][C:22]#[N:23])[N:14]=1. Procedure details: A mixture of 2,2,2-trifluoroethyl isothiocyanate (0.68 g.) and 2-amino-4-[2-(2-cyano-3-methylguanidino)ethylthiomethyl]thiazole (1.08 g.) in dimethylformamide (5 ml.) was maintained at 60° for 4 hours and then evaporated to dryness. The residue was recrystallised from acetonitrile to give 2-[3-(2,2,2-trifluoroethyl)thioureido]-4-[2-(2-cyano-3-methylguanidino)ethylthiomethyl]thiazole, m.p. 157°-158°.